This data is from the Open Reaction Database (ORD), a public repository of structured organic reaction records. The task is: describe an organic reaction: reactants, conditions, products, and yield Yields the product COc1c(C=O)cccc1Oc1c(C#N)ccc(C)c1F. RXN SMILES: [C:23](=[O:24])([O-:25])[O-:26].[Cs+:27].[Cs+:28].[F:1][c:2]1[c:3]([C:4]#[N:5])[cH:6][cH:7][c:8]([CH3:11])[c:9]1[F:10].[Na+:30].[O:31]=[CH:32][N:33]([CH3:34])[CH3:35].[OH-:29].[OH:12][c:13]1[c:14]([O:21][CH3:22])[c:15]([CH:16]=[O:17])[cH:18][cH:19][cH:20]1>>[c:2]1([O:12][c:13]2[c:14]([O:21][CH3:22])[c:15]([CH:16]=[O:17])[cH:18][cH:19][cH:20]2)[c:3]([C:4]#[N:5])[cH:6][cH:7][c:8]([CH3:11])[c:9]1[F:10]. Starting materials: O=C([O-])[O-], [Cs+], [Cs+], Cc1ccc(C#N)c(F)c1F, [Na+], CN(C)C=O, [OH-], COc1c(O)cccc1C=O. The reactants are BrC=1C=C2C(=NC=NC2=CC1)C1=CC=C(S1)C=O (5-(6-bromoquinazolin-4-yl)thiophen-2-carboaldehyde), [OH-].[Na+] (sodium hydroxide). Reagents/catalysts: [N+](=O)([O-])[O-].[Ag+] (silver nitrate). The solvent is O (water), CS(=O)C (dimethyl sulfoxide), O (water). Conditions: time 24 hour. Yields the product BrC=1C=C2C(=NC=NC2=CC1)C1=CC=C(S1)C(=O)O (5-(6-Bromoquinazolin-4-yl)thiophen-2-carboxylic acid). Isolated yield 82.6%. Reaction SMILES: [Br:1][C:2]1[CH:3]=[C:4]2[C:9](=[CH:10][CH:11]=1)[N:8]=[CH:7][N:6]=[C:5]2[C:12]1[S:16][C:15]([CH:17]=[O:18])=[CH:14][CH:13]=1.[OH-:19].[Na+]>O.CS(C)=O.[N+]([O-])([O-])=O.[Ag+]>[Br:1][C:2]1[CH:3]=[C:4]2[C:9](=[CH:10][CH:11]=1)[N:8]=[CH:7][N:6]=[C:5]2[C:12]1[S:16][C:15]([C:17]([OH:19])=[O:18])=[CH:14][CH:13]=1 |f:1.2,5.6|. Procedure: A solution of 2.19 g silver nitrate in 40 mL water and a solution of 1.96 g 5-(6-bromoquinazolin-4-yl)thiophen-2-carboaldehyde (compound in Production Example 381) in 20 mL dimethyl sulfoxide were added little by little successively to a solution of 1.0 g sodium hydroxide in 40 mL water under ice-cooling, and the mixture was stirred at room temperature for 24 hours. The reaction solution was filtered through Celite and acidified with hydrochloric acid, and the precipitated crystals were filtered... Starting materials: BrC1=CC(=CC=2NC(NC21)=O)C(F)(F)F (4-bromo-6-trifluoromethyl-1,3-dihydrobenzoimidazol-2-one), FC=1C=C(C=C(C1F)F)B(O)O (3,4,5-trifluorophenylboronic acid), C(=O)([O-])[O-].[Na+].[Na+].O (Na2CO3.H2O), C(OC)COC (dimethoxyethane). Reagents/catalysts: Cl[Pd]([P](C1=CC=CC=C1)(C2=CC=CC=C2)C3=CC=CC=C3)([P](C4=CC=CC=C4)(C5=CC=CC=C5)C6=CC=CC=C6)Cl (PdCl2(PPh3)2). Run in CCO (EtOH), O (H2O), O (Water). Run at time 10 minute. Product: FC(C=1C=C(C2=C(NC(N2)=O)C1)C1=CC(=C(C(=C1)F)F)F)(F)F (6-(Trifluoromethyl)-4-(3,4,5-trifluorophenyl)-1,3-dihydro-2H-benzimidazol-2-one). Reaction SMILES: Br[C:2]1[C:10]2[NH:9][C:8](=[O:11])[NH:7][C:6]=2[CH:5]=[C:4]([C:12]([F:15])([F:14])[F:13])[CH:3]=1.[F:16][C:17]1[CH:18]=[C:19](B(O)O)[CH:20]=[C:21]([F:24])[C:22]=1[F:23].C([O-])([O-])=O.[Na+].[Na+].O.C(COC)OC>Cl[Pd](Cl)([P](C1C=CC=CC=1)(C1C=CC=CC=1)C1C=CC=CC=1)[P](C1C=CC=CC=1)(C1C=CC=CC=1)C1C=CC=CC=1.O.CCO>[F:13][C:12]([F:15])([F:14])[C:4]1[CH:3]=[C:2]([C:19]2[CH:18]=[C:17]([F:16])[C:22]([F:23])=[C:21]([F:24])[CH:20]=2)[C:10]2[NH:9][C:8](=[O:11])[NH:7][C:6]=2[CH:5]=1 |f:2.3.4.5,^1:43,62|. Procedure: A mixture of 4-bromo-6-trifluoromethyl-1,3-dihydrobenzoimidazol-2-one (1.12 g, 4 mmol, Example 6a), 3,4,5-trifluorophenylboronic acid (1.1 g, 6 mmol, Lancaster), PdCl2(PPh3)2 (35 mg, 0.05 mmol, Aldrich), Na2CO3.H2O (1 g, 8 mmol), dimethoxyethane (7 mL), H2O (3 mL) and EtOH (2 mL) was subjected to microwave irradiation at 120° C. with stirring for 10 min. Water (10 mL) was added and the mixture was extracted with EtOAc (2×20 mL). The combined organic phases were washed with brine (10 mL), dried o...